From a dataset of the Open Reaction Database (ORD), a public repository of structured organic reaction records. describe an organic reaction: reactants, conditions, products, and yield Reactants: CCO, Cl, [K+], Cc1cccc(C2CCN(C(=O)Oc3ccccc3)CC2)c1, [OH-], O. Yields the product Cl, Cc1cccc(C2CCNCC2)c1. As a reaction SMILES: [CH3:27][CH2:28][OH:29].[ClH:26].[K+:24].[O:1]([C:2](=[O:3])[N:10]1[CH2:11][CH2:12][CH:13]([c:16]2[cH:17][c:18]([CH3:22])[cH:19][cH:20][cH:21]2)[CH2:14][CH2:15]1)[c:4]1[cH:5][cH:6][cH:7][cH:8][cH:9]1.[OH-:23].[OH2:25]>>[ClH:26].[NH:10]1[CH2:11][CH2:12][CH:13]([c:16]2[cH:17][c:18]([CH3:22])[cH:19][cH:20][cH:21]2)[CH2:14][CH2:15]1. The reactants are C(COCCOCCOCCO)O (Tetraethyleneglycol), N#N (N2), BrCCCCCCCC (bromooctane), N#N (N2), [OH-].[Na+] (NaOH), ice water. Reaction conditions: temperature 60 celsius. The product is C(CCCCCCC)OCCOCCOCCOCCO (TETRAETHYLENEGLYCOL MONOOCTYL ETHER). As a reaction SMILES: [CH2:1]([OH:13])[CH2:2][O:3][CH2:4][CH2:5][O:6][CH2:7][CH2:8][O:9][CH2:10][CH2:11][OH:12].N#N.[OH-].[Na+].Br[CH2:19][CH2:20][CH2:21][CH2:22][CH2:23][CH2:24][CH2:25][CH3:26]>>[CH2:19]([O:12][CH2:11][CH2:10][O:9][CH2:8][CH2:7][O:6][CH2:5][CH2:4][O:3][CH2:2][CH2:1][OH:13])[CH2:20][CH2:21][CH2:22][CH2:23][CH2:24][CH2:25][CH3:26] |f:2.3|. Procedure details: Tetraethyleneglycol (1243 g, 6.40 mol) was heated at 100° C. for 30 minutes with stirring and vigorous N2 bubbling, then cooled to 60° C. A 50% NaOH solution (70.4 g, 0.88 mol) was added and the resulting solution was heated at 100°-105° C. for 30 minutes with N2 bubbling. The solution was cooled to 60° C., bromooctane (154 g, 0.80 mol) was added, and the reaction was heated at 100°-110° C. for 24 hours. The reaction solution was cooled, added to ice water and extracted twice with methylene chlo...